From a dataset of the Open Reaction Database (ORD), a public repository of structured organic reaction records. describe an organic reaction: reactants, conditions, products, and yield Starting materials: Cl (HCl), C(C)(=O)OCC=1CS[C@H]2N(C1C(=O)O)C(C2NC(C(=NOC)C=2N=C(SC2)N)=O)=O (3-acetoxymethyl-7-[2-(2-amino-4-thiazolyl)-2-methoxyiminoacetamido]-3-cephem-4-carboxylic acid), C(=O)(O)[O-].[Na+] (NaHCO3), C(=O)(O)C=1C=2N(N=C(C1)S)N=NN2 (8-carboxy-6-mercapto-tetrazolo[1,5-b]pyridazine). Run in O (water). Conditions: temperature 50 celsius. Yields the product C(=O)(O)C=1C=2N(N=C(C1)SCC=1CS[C@H]3N(C1C(=O)O)C(C3NC(C(=NOC)C=3N=C(SC3)N)=O)=O)N=NN2 (3-[(8-carboxy-6-tetrazolo[1,5-b]pyridazinyl)-thiomethyl]-7-[2-(2-amino-4-thiazolyl)-2-methoxyiminoacetamido]-3-cephem-4-carboxylic acid). Reaction SMILES: C(O[CH2:5][C:6]1[CH2:7][S:8][C@@H:9]2[CH:16]([NH:17][C:18](=[O:29])[C:19]([C:23]3[N:24]=[C:25]([NH2:28])[S:26][CH:27]=3)=[N:20][O:21][CH3:22])[C:15](=[O:30])[N:10]2[C:11]=1[C:12]([OH:14])=[O:13])(=O)C.C([O-])(O)=O.[Na+].[C:36]([C:39]1[C:40]2[N:41]([N:46]=[N:47][N:48]=2)[N:42]=[C:43]([SH:45])[CH:44]=1)([OH:38])=[O:37].Cl>O>[C:36]([C:39]1[C:40]2[N:41]([N:46]=[N:47][N:48]=2)[N:42]=[C:43]([S:45][CH2:5][C:6]2[CH2:7][S:8][C@@H:9]3[CH:16]([NH:17][C:18](=[O:29])[C:19]([C:23]4[N:24]=[C:25]([NH2:28])[S:26][CH:27]=4)=[N:20][O:21][CH3:22])[C:15](=[O:30])[N:10]3[C:11]=2[C:12]([OH:14])=[O:13])[CH:44]=1)([OH:38])=[O:37] |f:1.2|. Procedure details: To a stirred solution of 3-acetoxymethyl-7-[2-(2-amino-4-thiazolyl)-2-methoxyiminoacetamido]-3-cephem-4-carboxylic acid (syn-isomer) (0.456 g, 0.001 mole) and NaHCO3 (0.143 g, 0.0017 mole) in water (10 ml), 8-carboxy-6-mercapto-tetrazolo[1,5-b]pyridazine (0.138 g, 0.0007 mole) was added. A slow stream of nitrogen was passed through the solution, and the mixture was heated at 50° C. for 12 hours, while keeping the pH at 6.8. After cooling, the solution was acidified with 10% HCl, the precipitate ... Starting materials: C[Si](OC(=C)C1=CSC=C1)(C)C (1-Trimethylsilyloxy-1-(thiophen-3-yl)ethylene), [F-].[Cs+] (CsF), OC1=C(C=CC=C1)C(C=CC1=CC2=C(C=C1)OCO2)=O (1-(2-hydroxyphenyl)-3-(3,4-methylenedioxyphenyl)-2-propen-1-one), resin. The solvent is CS(=O)C (dimethyl sulfoxide). Reaction conditions: temperature 70 celsius. Yields the product OC1=C(C=CC=C1)C(CC(CC(=O)C1=CSC=C1)C1=CC2=C(C=C1)OCO2)=O (1-(2-hydroxyphenyl)-3-(3,4-methylenedioxyphenyl)-5-(thiophen-3-yl)-1,5-pentanedione). As a reaction SMILES: C[Si](C)(C)[O:3][C:4]([C:6]1[CH:10]=[CH:9][S:8][CH:7]=1)=[CH2:5].[F-].[Cs+].[OH:15][C:16]1[CH:21]=[CH:20][CH:19]=[CH:18][C:17]=1[C:22](=[O:34])[CH:23]=[CH:24][C:25]1[CH:30]=[CH:29][C:28]2[O:31][CH2:32][O:33][C:27]=2[CH:26]=1>CS(C)=O>[OH:15][C:16]1[CH:21]=[CH:20][CH:19]=[CH:18][C:17]=1[C:22](=[O:34])[CH2:23][CH:24]([C:25]1[CH:30]=[CH:29][C:28]2[O:31][CH2:32][O:33][C:27]=2[CH:26]=1)[CH2:3][C:4]([C:6]1[CH:10]=[CH:9][S:8][CH:7]=1)=[O:5] |f:1.2|. Reported procedure: 1-Trimethylsilyloxy-1-(thiophen-3-yl)ethylene (7.0 mmol; prepared according to J. Chem. Soc.,Perkin Trans. I 1989, 1585) and CsF (0.27 g, 1.76 mmol) were added to a suspension 1-(2-hydroxyphenyl)-3-(3,4-methylenedioxyphenyl)-2-propen-1-one on Wang resin (2.0 g, 1.76 mmol) in dimethyl sulfoxide (30 mL). The reaction mixture was heated to 70° C. for 3 h and the reaction was quenched with 10% AcOH/CH2Cl2. The resin was filtered, washed with DMF (×2) and alternating MeOH and CH2Cl2 (×5), and dried u... Reactants: ClC1=CC=C(C=N1)CC(=O)OC (methyl 2-(6-chloropyridin-3-yl)acetate), Cl.FC1(CNC1)F (3,3-difluoroazetidine hydrochloride), CC1(C2=C(C(=CC=C2)P(C3=CC=CC=C3)C4=CC=CC=C4)OC5=C(C=CC=C51)P(C6=CC=CC=C6)C7=CC=CC=C7)C (Xantphos), C(=O)([O-])[O-].[Cs+].[Cs+] (Cs2CO3). Reagents/catalysts: C=1C=CC(=CC1)/C=C/C(=O)/C=C/C2=CC=CC=C2.C=1C=CC(=CC1)/C=C/C(=O)/C=C/C2=CC=CC=C2.C=1C=CC(=CC1)/C=C/C(=O)/C=C/C2=CC=CC=C2.[Pd].[Pd] (Pd2(dba)3). Solvent: C(Cl)Cl (CH2Cl2), O1CCOCC1 (dioxane). Reaction conditions: time 60 minute. The product is FC1(CN(C1)C1=CC=C(C=N1)CC(=O)OC)F (methyl 2-(6-(3,3-difluoroazetidin-1-yl)pyridin-3-yl)acetate). Reaction SMILES: Cl[C:2]1[N:7]=[CH:6][C:5]([CH2:8][C:9]([O:11][CH3:12])=[O:10])=[CH:4][CH:3]=1.Cl.[F:14][C:15]1([F:19])[CH2:18][NH:17][CH2:16]1.CC1(C)C2C(=C(P(C3C=CC=CC=3)C3C=CC=CC=3)C=CC=2)OC2C(P(C3C=CC=CC=3)C3C=CC=CC=3)=CC=CC1=2.C([O-])([O-])=O.[Cs+].[Cs+]>C(Cl)Cl.C1C=CC(/C=C/C(/C=C/C2C=CC=CC=2)=O)=CC=1.C1C=CC(/C=C/C(/C=C/C2C=CC=CC=2)=O)=CC=1.C1C=CC(/C=C/C(/C=C/C2C=CC=CC=2)=O)=CC=1.[Pd].[Pd].O1CCOCC1>[F:14][C:15]1([F:19])[CH2:18][N:17]([C:2]2[N:7]=[CH:6][C:5]([CH2:8][C:9]([O:11][CH3:12])=[O:10])=[CH:4][CH:3]=2)[CH2:16]1 |f:1.2,4.5.6,8.9.10.11.12|. Procedure details: To a sealed microwave reaction vessel containing methyl 2-(6-chloropyridin-3-yl)acetate (200 mg, 1.08 mmol), 3,3-difluoroazetidine hydrochloride (154 mg, 1.19 mmol), Xantphos (93 mg, 0.162 mmol), Cs2CO3 (1.054 g, 3.23 mmol), and Pd2(dba)3 (99.0 mg, 0.11 mmol) was added 3.0 ml of dioxane. The reaction mixture was microwave radiated at 90 C for 60.0 min. It was cooled to room temperature and diluted with CH2Cl2 (20.0 ml). The suspension was filtered, washed with CH2Cl2 (3×10.0 ml), and the filtrat... Reactants: N#Cc1ccc(N=C=S)cc1, CNN, CCO. Product: CN(N)C(=S)Nc1ccc(C#N)cc1. Reaction SMILES: [C:1](#[N:2])[c:3]1[cH:4][cH:5][c:6]([N:9]=[C:10]=[S:11])[cH:7][cH:8]1.[CH3:12][NH:13][NH2:14].[CH3:15][CH2:16][OH:17]>>[C:1](#[N:2])[c:3]1[cH:4][cH:5][c:6]([NH:9][C:10](=[S:11])[N:13]([CH3:12])[NH2:14])[cH:7][cH:8]1. Reactants: CCOCC, CCCCCC, CCOC(=O)Cl, Cc1csc2ccc(Cl)cc12, [Li]CCCC, O. The product is CCOC(=O)c1sc2ccc(Cl)cc2c1C. RXN SMILES: [CH2:30]([O:31][CH2:32][CH3:33])[CH3:34].[CH3:24][CH2:25][CH2:26][CH2:27][CH2:28][CH3:29].[Cl:17][C:18](=[O:19])[O:20][CH2:21][CH3:22].[Cl:6][c:7]1[cH:8][c:9]2[c:10]([s:11][cH:12][c:13]2[CH3:14])[cH:15][cH:16]1.[Li:1][CH2:2][CH2:3][CH2:4][CH3:5].[OH2:23]>>[Cl:6][c:7]1[cH:8][c:9]2[c:10]([s:11][c:12]([C:18](=[O:19])[O:20][CH2:21][CH3:22])[c:13]2[CH3:14])[cH:15][cH:16]1. Reactants: CN(C(=O)N1C=NC(=C1)CCCO[Si](C)(C)C)C (1-dimethylcarbamoyl-4-(3-trimethylsilyloxypropyl) -1H-imidazole), BrCC1=CC=C(C=C1)C#N (1-bromomethyl-4-cyanobenzene). Run in C(C)#N (acetonitrile), Cl (hydrochloric acid). Reaction conditions: time 15 minute. Product: C(#N)C1=CC=C(C=C1)CN1C=NC=C1CCCO (1-(p-Cyanophenylmethyl)-5-(3-hydroxypropyl) -1H-imidazole). RXN SMILES: CN(C)C([N:5]1[CH:9]=[C:8]([CH2:10][CH2:11][CH2:12][O:13][Si](C)(C)C)[N:7]=[CH:6]1)=O.Br[CH2:20][C:21]1[CH:26]=[CH:25][C:24]([C:27]#[N:28])=[CH:23][CH:22]=1>C(#N)C.Cl>[C:27]([C:24]1[CH:25]=[CH:26][C:21]([CH2:20][N:7]2[C:8]([CH2:10][CH2:11][CH2:12][OH:13])=[CH:9][N:5]=[CH:6]2)=[CH:22][CH:23]=1)#[N:28]. Reported procedure: A solution of 97.0 g of 1-dimethylcarbamoyl-4-(3-trimethylsilyloxypropyl) -1H-imidazole and 72.0 g of 1-bromomethyl-4-cyanobenzene in 500 ml of acetonitrile is refluxed for 10 h. The solution is cooled to 0° in an ice bath and ammonia gas is bubbled in for a few minutes. The mixture is then evaporated in vacuo to give a semisolid which is dissolved in 500 ml of 1N hydrochloric acid. The solution is allowed to stand at room temperature for 15 min and then is extracted with ether. The pH of the aq... Product: C(C)C1=NC=2C(CCCC2C=C1)C(N)=S (2-ethyl-5,6,7,8-tetrahydroquinoline-8-thiocarboxamide). Solvent: C1=CC=CC=C1 (benzene). Starting materials: C(C)(C)NC(C)C (di-isopropylamine), C[Si](C)(C)N=C=S (trimethylsilyl isothiocyanate), C(CCC)[Li] (n-butyl lithium), C(C)C1=NC=2CCCCC2C=C1 (2-ethyl-5,6,7,8-tetrahydroquinoline). Isolated yield 19.5%. RXN SMILES: C(NC(C)C)(C)C.C([Li])CCC.[CH2:13]([C:15]1[CH:24]=[CH:23][C:22]2[CH2:21][CH2:20][CH2:19][CH2:18][C:17]=2[N:16]=1)[CH3:14].C[Si]([N:29]=[C:30]=[S:31])(C)C>C1C=CC=CC=1>[CH2:13]([C:15]1[CH:24]=[CH:23][C:22]2[CH2:21][CH2:20][CH2:19][CH:18]([C:30](=[S:31])[NH2:29])[C:17]=2[N:16]=1)[CH3:14]. Procedure details: By the method described in Example 11 using di-isopropylamine (2 ml 0.014 mol) in benzene (20 ml), n-butyl lithium solution (9% w/v, 10 ml, 0.014 mol), 2-ethyl-5,6,7,8-tetrahydroquinoline (2.3 g, 0.014 mol) and trimethylsilyl isothiocyanate (2 ml 0.015 mol) was obtained 2-ethyl-5,6,7,8-tetrahydroquinoline-8-thiocarboxamide (600 mg, 20%) m.p. 73-5° C (Found: C, 65.25; H, 7.6; N, 12.75. C12H16N2S requires C, 65.4; H, 7.3; N, 12.7%). Starting materials: C(C)OCC (diethyl ether), COC1=C(C=CC(=C1OC)OC)S(=O)(=O)Cl (2,3,4-Trimethoxybenzene sulfonyl chloride), NCCCO (3-aminopropanol). Solvent: C(Cl)Cl (methylene chloride), C(Cl)Cl (methylene chloride). Reaction conditions: time 8 hour. Product: OCCCNS(=O)(=O)C1=C(C(=C(C=C1)OC)OC)OC (N-(3-hydroxypropyl)-2,3,4-trimethoxy-benzenesulfonamide). Reaction SMILES: [CH3:1][O:2][C:3]1[C:8]([O:9][CH3:10])=[C:7]([O:11][CH3:12])[CH:6]=[CH:5][C:4]=1[S:13](Cl)(=[O:15])=[O:14].[NH2:17][CH2:18][CH2:19][CH2:20][OH:21].C(OCC)C>C(Cl)Cl>[OH:21][CH2:20][CH2:19][CH2:18][NH:17][S:13]([C:4]1[CH:5]=[CH:6][C:7]([O:11][CH3:12])=[C:8]([O:9][CH3:10])[C:3]=1[O:2][CH3:1])(=[O:15])=[O:14]. Procedure: 2,3,4-Trimethoxybenzene sulfonyl chloride (20.4 g, 0.765 m) in methylene chloride (100 ml) was added dropwise to 3-aminopropanol (17.2 g) in methylene chloride (300 ml). After stirring overnight the reaction was washed with dilute aqueous HCl, dried and stripped to provide a solid. Trituration with diethyl ether provided the product N-(3-hydroxypropyl)-2,3,4-trimethoxy-benzenesulfonamide, m.p. 95°-97° C. Reactants: BrC1=C2C=CN(C2=CC=C1)S(=O)(=O)C1=C(C=CC=C1)C (4-bromo-1-(2-methyl-benzenesulfonyl)-1H-indole), CC1CNCCN1 (3-methylpiperazine). The yield is 38.0%. Procedure details: The compound was prepared from 4-bromo-1-(2-methyl-benzenesulfonyl)-1H-indole and 3-methylpiperazine according to Method 1 to give 110 mg (38%) of a white solid: 1HNMR (CD3OD) δ 7.92–6.82 (m, 9H), 3.64–3.39 (m, 5H), 3.12–3.03 (m, 1H), 2.92–2.83 (m, 1H), 2.47 (s, 3H), 1.40 (d, J=7 Hz, 3H); MS (ESI) 370.0 (M+H)+; Purity (HPLC) 94%. Reaction SMILES: Br[C:2]1[CH:10]=[CH:9][CH:8]=[C:7]2[C:3]=1[CH:4]=[CH:5][N:6]2[S:11]([C:14]1[CH:19]=[CH:18][CH:17]=[CH:16][C:15]=1[CH3:20])(=[O:13])=[O:12].[CH3:21][CH:22]1[NH:27][CH2:26][CH2:25][NH:24][CH2:23]1>>[CH3:21][CH:22]1[NH:27][CH2:26][CH2:25][N:24]([C:2]2[CH:10]=[CH:9][CH:8]=[C:7]3[C:3]=2[CH:4]=[CH:5][N:6]3[S:11]([C:14]2[CH:19]=[CH:18][CH:17]=[CH:16][C:15]=2[CH3:20])(=[O:13])=[O:12])[CH2:23]1. Product: CC1CN(CCN1)C1=C2C=CN(C2=CC=C1)S(=O)(=O)C1=C(C=CC=C1)C (4-(3-Methyl-1-piperazinyl)-1-(2-methylbenzenesulfonyl)-1H-indole).